Dataset: the Open Reaction Database (ORD), a public repository of structured organic reaction records. Task: describe an organic reaction: reactants, conditions, products, and yield The reactants are BrC=1C=C2C(=CN(C2=C(C1)C(=O)OC)C(=O)OC(C)(C)C)C1CCS(CCC1)(=O)=O (1-(1,1-dimethylethyl) 7-methyl 5-bromo-3-(1,1-dioxido-4-thiepanyl)-1H-indole-1,7-dicarboxylate), C(=O)([O-])[O-].[K+].[K+] (K2CO3), C1(=CC=CC=C1)B(O)O (PhB(OH)2). Reagents/catalysts: C1=CC=C(C=C1)P([C-]2C=CC=C2)C3=CC=CC=C3.C1=CC=C(C=C1)P([C-]2C=CC=C2)C3=CC=CC=C3.Cl[Pd]Cl.[Fe+2] (PdCl2(dppf)). Run in O1CCOCC1.O (dioxane H2O), CCOC(=O)C (AcOEt). Reaction conditions: temperature 120 celsius, time 8 hour. Yields the product O=S1(CCC(CCC1)C1=CNC2=C(C=C(C=C12)C1=CC=CC=C1)C(=O)O)=O (3-(1,1-dioxido-4-thiepanyl)-5-phenyl-1H-indole-7-carboxylic acid). As a reaction SMILES: Br[C:2]1[CH:3]=[C:4]2[C:8](=[C:9]([C:11]([O:13]C)=[O:12])[CH:10]=1)[N:7](C(OC(C)(C)C)=O)[CH:6]=[C:5]2[CH:22]1[CH2:28][CH2:27][CH2:26][S:25](=[O:30])(=[O:29])[CH2:24][CH2:23]1.C([O-])([O-])=O.[K+].[K+].[C:37]1(B(O)O)[CH:42]=[CH:41][CH:40]=[CH:39][CH:38]=1>O1CCOCC1.O.CCOC(C)=O.C1C=CC(P(C2C=CC=CC=2)[C-]2C=CC=C2)=CC=1.C1C=CC(P(C2C=CC=CC=2)[C-]2C=CC=C2)=CC=1.Cl[Pd]Cl.[Fe+2]>[O:30]=[S:25]1(=[O:29])[CH2:26][CH2:27][CH2:28][CH:22]([C:5]2[C:4]3[C:8](=[C:9]([C:11]([OH:13])=[O:12])[CH:10]=[C:2]([C:37]4[CH:42]=[CH:41][CH:40]=[CH:39][CH:38]=4)[CH:3]=3)[NH:7][CH:6]=2)[CH2:23][CH2:24]1 |f:1.2.3,5.6,8.9.10.11|. Procedure details: The intermediate 1-(1,1-dimethylethyl) 7-methyl 5-bromo-3-(1,1-dioxido-4-thiepanyl)-1H-indole-1,7-dicarboxylate (88 mg, 0.18 mmol), PdCl2(dppf) (13 mg, 0.109 mmol), K2CO3 (75 mg, 0.54 mmol), and PhB(OH)2 (33 mg, 0.27 mmol) were mixed together and the taken up in dioxane/H2O (3/1, 2 mL). The reaction was heated in a microwave oven at 120° C. for 10 minutes. The mixture was diluted with AcOEt, washed with 1N HCl, H2O and brine, dried over MgSO4, and concentrated. The residue was dissolved in MeOH ... Reactants: BrC=1C=C(C(=C(C1)O)F)F (5-bromo-2,3-difluorophenol), O1CCCC=C1 (3,4-dihydro-2H-pyran). RXN SMILES: [Br:1][C:2]1[CH:3]=[C:4]([F:10])[C:5]([F:9])=[C:6]([OH:8])[CH:7]=1.[O:11]1[CH:16]=[CH:15][CH2:14][CH2:13][CH2:12]1>C(Cl)Cl.CC1C=CC(S([O-])(=O)=O)=CC=1.C1C=C[NH+]=CC=1>[Br:1][C:2]1[CH:3]=[C:4]([F:10])[C:5]([F:9])=[C:6]([CH:7]=1)[O:8][CH:12]1[CH2:13][CH2:14][CH2:15][CH2:16][O:11]1 |f:3.4|. Procedure: A solution of 5-bromo-2,3-difluorophenol (2.75 g, 13.16 mmol), 3,4-dihydro-2H-pyran (2.39 mL, 26.3 mmol) and PPTS (0.165 g, 0.658 mmol) in DCM (10 mL) was stirred for 1 h at rt. At this time, analytical HPLC showed that the reaction was complete. The reaction was concentrated in vacuo. The crude oily product was chromatographed [SiO2; continuous gradient of EtOAc/hexane (0% to 20% over 15 min)] to give the title compound (2.5 g, 8.5 mmol, 65% yield) as a clear oil. 1H NMR (CDCl3) δ: 7.17 (dt, J=... Run in C(Cl)Cl (DCM). The yield is 64.6%. The reagents and catalysts are CC1=CC=C(C=C1)S(=O)(=O)[O-].C1=CC=[NH+]C=C1 (PPTS). The product is BrC=1C=C(C(=C(OC2OCCCC2)C1)F)F (2-(5-Bromo-2,3-difluorophenoxy)tetrahydro-2H-pyran). Starting materials: O=C([O-])[O-], CN(C)C(=O)c1cc2cccc(N3CCNCC3)c2o1, COc1cccc(CCOS(=O)(=O)c2ccc(C)cc2)n1, CC#N, [K+], [K+]. The product is COc1cccc(CCN2CCN(c3cccc4cc(C(=O)N(C)C)oc34)CC2)n1. RXN SMILES: [C:42](=[O:43])([O-:44])[O-:45].[CH3:1][N:2]([C:3](=[O:4])[c:5]1[o:6][c:7]2[c:8]([cH:9]1)[cH:10][cH:11][cH:12][c:13]2[N:14]1[CH2:15][CH2:16][NH:17][CH2:18][CH2:19]1)[CH3:20].[CH3:21][c:22]1[cH:23][cH:24][c:25]([S:26]([O:27][CH2:32][CH2:33][c:34]2[n:35][c:36]([O:40][CH3:41])[cH:37][cH:38][cH:39]2)(=[O:28])=[O:29])[cH:30][cH:31]1.[CH3:48][C:49]#[N:50].[K+:46].[K+:47]>>[CH3:1][N:2]([C:3](=[O:4])[c:5]1[o:6][c:7]2[c:8]([cH:9]1)[cH:10][cH:11][cH:12][c:13]2[N:14]1[CH2:15][CH2:16][N:17]([CH2:32][CH2:33][c:34]2[n:35][c:36]([O:40][CH3:41])[cH:37][cH:38][cH:39]2)[CH2:18][CH2:19]1)[CH3:20].